This data is from the Open Reaction Database (ORD), a public repository of structured organic reaction records. The task is: describe an organic reaction: reactants, conditions, products, and yield Starting materials: BrC(CCC1CCC(N1)=O)(C)O (5-(3-bromo-3-hydroxy-butyl)-pyrrolidin-2-one), [Si](C)(C)(C(C)(C)C)Cl (tert-butyldimethylsilyl chloride). Product: BrC(CCC1CCC(N1)=O)(C)O[Si](C)(C)C(C)(C)C (5-[3-bromo-3-(tert-butyl-dimethyl-silanyloxy)-butyl]-pyrrolidin-2-one). The yield is 98.4%. Reaction SMILES: [Br:1][C:2]([OH:12])([CH3:11])[CH2:3][CH2:4][CH:5]1[NH:9][C:8](=[O:10])[CH2:7][CH2:6]1.[Si:13](Cl)([C:16]([CH3:19])([CH3:18])[CH3:17])([CH3:15])[CH3:14]>>[Br:1][C:2]([O:12][Si:13]([C:16]([CH3:19])([CH3:18])[CH3:17])([CH3:15])[CH3:14])([CH3:11])[CH2:3][CH2:4][CH:5]1[NH:9][C:8](=[O:10])[CH2:7][CH2:6]1. Procedure details: Analogous to the procedure described for Example 1A, Step C, 5-(3-bromo-3-hydroxy-butyl)-pyrrolidin-2-one (6.76 g, 21.6 mmol) was reacted with tert-butyldimethylsilyl chloride (3.59 g, 23.8 mmol). Purification by medium pressure chromatography using a solvent gradient (CH2Cl2 to 1% MeOH in CH2Cl2 to 3% MeOH in CH2Cl2 to 5% MeOH in CH2Cl2 to 8% MeOH in CH2Cl2) provided 5-[3-bromo-3-(tert-butyl-dimethyl-silanyloxy)-butyl]-pyrrolidin-2-one (7.45 g). 1H NMR (CDCl3) δ7.30 (m, 2H), 7.12 (m, 1H), 7.04 ... The reactants are [H][H] (hydrogen), CS(=O)(=O)O[C@@H]1C([C@H](N(C1)C(=O)OCC1=CC=C(C=C1)[N+](=O)[O-])N1C(NCC1)=O)=C=O ((2S,4R)-4-methanesulfonyloxy-1-(4-nitrobenzyloxycarbonyl)-2-(2-oxoimidazolidin-1-yl)-carbonylpyrrolidine), CO (methanol). The reagents and catalysts are [Pd] (palladium on carbon). The solvent is O1CCCC1 (tetrahydrofuran). Yields the product CS(=O)(=O)O[C@@H]1C([C@@H](NC1)N1C(NCC1)=O)=C=O ((2S,4R)-4-methanesulfonyloxy-2-(2-oxoimidazolidin-1-yl)-carbonylpyrrolidine). Isolated yield 82.1%. RXN SMILES: [CH3:1][S:2]([O:5][C@H:6]1[CH2:10][N:9](C(OCC2C=CC([N+]([O-])=O)=CC=2)=O)[C@H:8]([N:24]2[CH2:28][CH2:27][NH:26][C:25]2=[O:29])[C:7]1=[C:30]=[O:31])(=[O:4])=[O:3].CO.[H][H]>[Pd].O1CCCC1>[CH3:1][S:2]([O:5][C@H:6]1[CH2:10][NH:9][C@@H:8]([N:24]2[CH2:28][CH2:27][NH:26][C:25]2=[O:29])[C:7]1=[C:30]=[O:31])(=[O:4])=[O:3]. Reported procedure: A mixture of (2S,4R)-4-methanesulfonyloxy-1-(4-nitrobenzyloxycarbonyl)-2-(2-oxoimidazolidin-1-yl)-carbonylpyrrolidine (30 g), 10% palladium on carbon (10 g), methanol (300 ml) and tetrahydrofuran (150 ml) was stirred for 5 hours under atmospheric pressure of hydrogen at ambient temperature. After the catalyst was filtered off, the filtrate was evaporated in vacuo to give a residue. The residue was chromatographed on silica gel (250 g) eluting with a mixture of chloroform and methanol (9:1 V/V). ... Reactants: S(=O)(Cl)Cl (thionyl chloride), CC=1C=C(C(=O)O)C=CC1[N+](=O)[O-] (3-methyl-4-nitrobenzoic acid), CO (methanol), O (Water). Run at time 1 hour. Product: CC=1C=C(C(=O)OC)C=CC1[N+](=O)[O-] (methyl 3-methyl-4-nitrobenzoate). Isolated yield 95.0%. Reaction SMILES: [CH3:1][C:2]1[CH:3]=[C:4]([CH:8]=[CH:9][C:10]=1[N+:11]([O-:13])=[O:12])[C:5]([OH:7])=[O:6].S(Cl)(Cl)=O.O.[CH3:19]O>>[CH3:1][C:2]1[CH:3]=[C:4]([CH:8]=[CH:9][C:10]=1[N+:11]([O-:13])=[O:12])[C:5]([O:7][CH3:19])=[O:6]. Procedure: To a stirred suspension of 3-methyl-4-nitrobenzoic acid (100 g, 0.55 mole) in methanol (400 ml) was added thionyl chloride (36 g, 0.30 mole), over a period of 1 hour (the temperature of the reaction mixture rising to about 35°-40° C.). The mixture was heated to reflux for 1.5 hours, then cooled to 50°-55° C. and maintained at this temperature for 30 minutes prior to cooling to ambient temperature. Water (100 ml) was added over 30 minutes, with cooling applied to maintain the temperature at 20°-2... The reactants are C1(=CC=CC=C1)C (toluene), C1(=CC=CC=C1)C (toluene), CrCl3(bis-(2-diethylphosphino-ethyl)-amine), C=C (ethylene), C=C (ethylene), stainless steel, C=C (ethylene). Reaction conditions: temperature 100 celsius. Product: C(C[*:2])[*:1] (polyethylene), C=CCC (butene), C=CCCCC (hexene). RXN SMILES: C=C.[C:3]1(C)[CH:8]=[CH:7][CH:6]=[CH:5][CH:4]=1>>[CH2:8]=[CH:3][CH2:4][CH3:5].[CH2:8]=[CH:3][CH2:4][CH2:5][CH2:6][CH3:7]. Reported procedure: Catalysis was conducted in a 75 ml stainless steel autoclave equipped with an addition funnel, gas inlet valve and a magnetic stirrer bar. The addition funnel was charged with 0.0044 g (0.0108 mmol) of CrCl3(bis-(2-diethylphosphino-ethyl)-amine) dissolved in 20 ml of toluene and to the base of the autoclave was added 5 ml of 1.5M MAO solution in toluene. Over 20 minutes the base of the autoclave was heated to 100° C., after which time the reactor was charged with ethylene to a pressure of 40 bar...